This data is from the Open Reaction Database (ORD), a public repository of structured organic reaction records. The task is: describe an organic reaction: reactants, conditions, products, and yield Reactants: C1CCOC1, CCO, Cc1nc(OCc2c(C(C)C)cnn2-c2ccccc2OC(F)(F)F)ccc1[N+](=O)[O-], [H][H], O=[Pt]. Yields the product Cc1nc(OCc2c(C(C)C)cnn2-c2ccccc2OC(F)(F)F)ccc1N. RXN SMILES: [CH2:37]1[O:38][CH2:39][CH2:40][CH2:41]1.[CH3:34][CH2:35][OH:36].[CH:1]([CH3:2])([CH3:3])[c:4]1[c:5]([CH2:20][O:21][c:22]2[cH:23][cH:24][c:25]([N+:29]([O-:30])=[O:31])[c:26]([CH3:28])[n:27]2)[n:6](-[c:9]2[c:10]([O:15][C:16]([F:17])([F:18])[F:19])[cH:11][cH:12][cH:13][cH:14]2)[n:7][cH:8]1.[H:32][H:33].[Pt:42]=[O:43]>>[CH:1]([CH3:2])([CH3:3])[c:4]1[c:5]([CH2:20][O:21][c:22]2[cH:23][cH:24][c:25]([NH2:29])[c:26]([CH3:28])[n:27]2)[n:6](-[c:9]2[c:10]([O:15][C:16]([F:17])([F:18])[F:19])[cH:11][cH:12][cH:13][cH:14]2)[n:7][cH:8]1. The reactants are ClC(=O)OC (methyl chloroformate), ClC1=C(C=CC=C1)C=1N(C2=NC(=NC(=C2N1)N1CCNCC1)C)CC(C)(O)C (1-[8-(2-chlorophenyl)-2-methyl-6-piperazin-1-yl-purin-9-yl]-2-methyl-propan-2-ol), N1=CC=CC=C1 (pyridine). Solvent: ClCCl (dichloromethane). Conditions: time 2 hour. Product: ClC1=C(C=CC=C1)C=1N(C2=NC(=NC(=C2N1)N1CCN(CC1)C(=O)OC)C)CC(C)(C)O (Methyl 4-[8-(2-chlorophenyl)-9-(2-hydroxy-2-methyl-propyl)-2-methyl-purin-6-yl]piperazine-1-carboxylate). Yield: 65.4%. Reaction SMILES: Cl[C:2]([O:4][CH3:5])=[O:3].[Cl:6][C:7]1[CH:12]=[CH:11][CH:10]=[CH:9][C:8]=1[C:13]1[N:14]([CH2:29][C:30]([CH3:33])([OH:32])[CH3:31])[C:15]2[C:20]([N:21]=1)=[C:19]([N:22]1[CH2:27][CH2:26][NH:25][CH2:24][CH2:23]1)[N:18]=[C:17]([CH3:28])[N:16]=2.N1C=CC=CC=1>ClCCl>[Cl:6][C:7]1[CH:12]=[CH:11][CH:10]=[CH:9][C:8]=1[C:13]1[N:14]([CH2:29][C:30]([OH:32])([CH3:31])[CH3:33])[C:15]2[C:20]([N:21]=1)=[C:19]([N:22]1[CH2:23][CH2:24][N:25]([C:2]([O:4][CH3:5])=[O:3])[CH2:26][CH2:27]1)[N:18]=[C:17]([CH3:28])[N:16]=2. Procedure: Add methyl chloroformate (0.29 g, 0.0031 mol) to a solution of 1-[8-(2-chlorophenyl)-2-methyl-6-piperazin-1-yl-purin-9-yl]-2-methyl-propan-2-ol (0.001 mol, 0.5 g) and pyridine (2.0 mL) in dry dichloromethane (3 mL) at 0° C. and stir for 2 h at room temperature. Quench the reaction mixture with saturated sodium bicarbonate solution and extract with dichloromethane. Dry the organic layer over anhydrous sodium sulfate, filter, and concentrate to give a residue. Purify the residue on a silica gel co... Reactants: ClC1=NC=C(C=C1)[N+](=O)[O-] (2-chloro-5-nitropyridine), N1CCCC1 (pyrrolidine), C([O-])([O-])=O.[K+].[K+] (potassium carbonate). Solvent: CC#N (CH3CN). Reaction conditions: temperature 60 celsius, time 2 hour. Product: [N+](=O)([O-])C=1C=CC(=NC1)N1CCCC1 (5-Nitro-2-(pyrrolidin-1-yl)pyridine). Yield: 93.2%. Reaction SMILES: Cl[C:2]1[CH:7]=[CH:6][C:5]([N+:8]([O-:10])=[O:9])=[CH:4][N:3]=1.[NH:11]1[CH2:15][CH2:14][CH2:13][CH2:12]1.C(=O)([O-])[O-].[K+].[K+]>CC#N>[N+:8]([C:5]1[CH:6]=[CH:7][C:2]([N:11]2[CH2:15][CH2:14][CH2:13][CH2:12]2)=[N:3][CH:4]=1)([O-:10])=[O:9] |f:2.3.4|. Procedure details: A mixture of 2-chloro-5-nitropyridine (1.58 g, 10.00 mmol, 1.00 equiv), pyrrolidine (710 mg, 10.00 mmol, 1.00 equiv) and potassium carbonate (2.76 g, 20.00 mmol, 2.00 equiv) in CH3CN (20 mL) was stirred at 60° C. in an oil bath. After 2 h, the reaction mixture was allowed to reach ambient temperature. The solids were filtered off and the filtrate was concentrated under reduced pressure. The residue was triturated with 1×20 mL of petroleum ether to yield 1.8 g (93%) of the title compound as a yel...